Dataset: the Open Reaction Database (ORD), a public repository of structured organic reaction records. Task: describe an organic reaction: reactants, conditions, products, and yield The reactants are CC1(C)CCC=C1c1cc(CO)ccc1-c1cc(Cl)ccc1F, ClCCl, CN(C)C=O, O=S(Cl)Cl. Product: CC1(C)CCC=C1c1cc(CCl)ccc1-c1cc(Cl)ccc1F. RXN SMILES: [Cl:1][c:2]1[cH:3][cH:4][c:5]([F:23])[c:6](-[c:8]2[c:9]([C:16]3=[CH:17][CH2:18][CH2:19][C:20]3([CH3:21])[CH3:22])[cH:10][c:11]([CH2:14][OH:15])[cH:12][cH:13]2)[cH:7]1.[Cl:33][CH2:34][Cl:35].[O:24]=[CH:25][N:26]([CH3:27])[CH3:28].[S:29]([Cl:30])([Cl:31])=[O:32]>>[Cl:1][c:2]1[cH:3][cH:4][c:5]([F:23])[c:6](-[c:8]2[c:9]([C:16]3=[CH:17][CH2:18][CH2:19][C:20]3([CH3:21])[CH3:22])[cH:10][c:11]([CH2:14][Cl:31])[cH:12][cH:13]2)[cH:7]1. Reactants: CN1C(=C(C(C=C1)=O)OCC1=CC=CC=C1)C (1,2-Dimethyl-3-benzyloxypyrid-4-one). Run in Br (hydrobromic acid). Product: CN1C(=C(C(C=C1)=O)O)C (1,2-dimethyl-3-hydroxypyrid-4-one). Yield: 82.4%. As a reaction SMILES: [CH3:1][N:2]1[CH:7]=[CH:6][C:5](=[O:8])[C:4]([O:9]CC2C=CC=CC=2)=[C:3]1[CH3:17]>Br>[CH3:1][N:2]1[CH:7]=[CH:6][C:5](=[O:8])[C:4]([OH:9])=[C:3]1[CH3:17]. Procedure: 1,2-Dimethyl-3-benzyloxypyrid-4-one (2 g) is added to concentrated hydrobromic acid (10 ml) and heated on a steam bath for 30 minutes. The resulting mixture is then recrystallised from water to yield 1,2-dimethyl-3-hydroxypyrid-4-one (1 g), m.p. 230° C. (with decomposition); νmax (nujol) 1,620, 3,150 cm-1 ; δ(d6DMSO) 2.3(s,3H), 3.8(s,3H) 6.9(d,1H), 7.8(d,1H); M+ 139. Reactants: FC1=CC=C(CN2C(C3=C(C(N4C(=C3CC2)C(N(CCCC4)C)=O)=O)OC)=O)C=C1 (11-(4-fluorobenzyl)-9-methoxy-2-methyl-3,4,5,6,12,13-hexahydro-2H[1,4]diazocino[2,1-a]-2,6-naphthyridine-1,8,10(11H)-trione). Run in Br (hydrobromide), C(C)(=O)O (acetic acid). Product: FC1=CC=C(CN2C(C3=C(C(N4C(=C3CC2)C(N(CCCC4)C)=O)=O)O)=O)C=C1 (11-(4-Fluorobenzyl)-9-hydroxy-2-methyl-3,4,5,6,12,13-hexahydro-2H[1,4]diazocino[2,1-a]-2,6-naphthyridine-1,8,10(11H)-trione). As a reaction SMILES: [F:1][C:2]1[CH:30]=[CH:29][C:5]([CH2:6][N:7]2[CH2:16][CH2:15][C:14]3[C:9](=[C:10]([O:26]C)[C:11](=[O:25])[N:12]4[CH2:22][CH2:21][CH2:20][CH2:19][N:18]([CH3:23])[C:17](=[O:24])[C:13]4=3)[C:8]2=[O:28])=[CH:4][CH:3]=1>Br.C(O)(=O)C>[F:1][C:2]1[CH:3]=[CH:4][C:5]([CH2:6][N:7]2[CH2:16][CH2:15][C:14]3[C:9](=[C:10]([OH:26])[C:11](=[O:25])[N:12]4[CH2:22][CH2:21][CH2:20][CH2:19][N:18]([CH3:23])[C:17](=[O:24])[C:13]4=3)[C:8]2=[O:28])=[CH:29][CH:30]=1. Procedure: A solution of 11-(4-fluorobenzyl)-9-methoxy-2-methyl-3,4,5,6,12,13-hexahydro-2H[1,4]diazocino[2,1-a]-2,6-naphthyridine-1,8,10(11H)-trione (27 mg, 0.07 mmol) in 30% hydrobromide in acetic acid was stirred at room temperature for 30 minutes. The reaction mixture was concentrated under vacuum. The residue was concentrated from a solution in toluene twice. The resultant solid was triturated with a mixture of diethyl ether and dichloromethane to provide the title compound. Reactants: CN1C(=O)C2(CCC2)CN(C2CCCC2)c2nc(Cl)ncc21, O=C(O)C(F)(F)F, Nc1ccc(C(=O)O)cc1F. Yields the product CN1C(=O)C2(CCC2)CN(C2CCCC2)c2nc(Nc3ccc(C(=O)O)cc3F)ncc21. Reaction SMILES: [Cl:1][c:2]1[n:3][cH:4][c:5]2[c:6]([n:22]1)[N:7]([CH:17]1[CH2:18][CH2:19][CH2:20][CH2:21]1)[CH2:8][C:9]1([CH2:10][CH2:11][CH2:12]1)[C:13](=[O:16])[N:14]2[CH3:15].[F:34][C:35]([F:36])([F:37])[C:38]([OH:39])=[O:40].[NH2:23][c:24]1[c:25]([F:33])[cH:26][c:27]([C:28](=[O:29])[OH:30])[cH:31][cH:32]1>>[c:2]1([NH:23][c:24]2[c:25]([F:33])[cH:26][c:27]([C:28](=[O:29])[OH:30])[cH:31][cH:32]2)[n:3][cH:4][c:5]2[c:6]([n:22]1)[N:7]([CH:17]1[CH2:18][CH2:19][CH2:20][CH2:21]1)[CH2:8][C:9]1([CH2:10][CH2:11][CH2:12]1)[C:13](=[O:16])[N:14]2[CH3:15].